This data is from the Open Reaction Database (ORD), a public repository of structured organic reaction records. The task is: describe an organic reaction: reactants, conditions, products, and yield The reactants are ClC1=NC(=NC=C1)SC (4-Chloro-2-methylsulfanyl-pyrimidine), CN1N=CC(=C1)B1OC(C(O1)(C)C)(C)C (1-methyl-4-(4,4,5,5-tetramethyl-[1,3,2]dioxaborolan-2-yl)-1H-pyrazole), C(=O)([O-])[O-].[Na+].[Na+] (Na2CO3). Reagents/catalysts: C=1C=CC(=CC1)[P](C=2C=CC=CC2)(C=3C=CC=CC3)[Pd]([P](C=4C=CC=CC4)(C=5C=CC=CC5)C=6C=CC=CC6)([P](C=7C=CC=CC7)(C=8C=CC=CC8)C=9C=CC=CC9)[P](C=1C=CC=CC1)(C=1C=CC=CC1)C=1C=CC=CC1 (Pd(PPh3)4). Run in C1(=CC=CC=C1)C.CCO.O (toluene EtOH H2O). Run at temperature 100 celsius. Yields the product CN1N=CC(=C1)C1=NC(=NC=C1)SC (4-(1-methyl-1H-pyrazol-4-yl)-2-(methylthio)pyrimidine). As a reaction SMILES: Cl[C:2]1[CH:7]=[CH:6][N:5]=[C:4]([S:8][CH3:9])[N:3]=1.[CH3:10][N:11]1[CH:15]=[C:14](B2OC(C)(C)C(C)(C)O2)[CH:13]=[N:12]1.C([O-])([O-])=O.[Na+].[Na+]>C1C=CC([P]([Pd]([P](C2C=CC=CC=2)(C2C=CC=CC=2)C2C=CC=CC=2)([P](C2C=CC=CC=2)(C2C=CC=CC=2)C2C=CC=CC=2)[P](C2C=CC=CC=2)(C2C=CC=CC=2)C2C=CC=CC=2)(C2C=CC=CC=2)C2C=CC=CC=2)=CC=1.C1(C)C=CC=CC=1.CCO.O>[CH3:10][N:11]1[CH:15]=[C:14]([C:2]2[CH:7]=[CH:6][N:5]=[C:4]([S:8][CH3:9])[N:3]=2)[CH:13]=[N:12]1 |f:2.3.4,6.7.8,^1:34,36,55,74|. Procedure: 4-Chloro-2-methylsulfanyl-pyrimidine (1.4 g, 8.8 mmol), 1-methyl-4-(4,4,5,5-tetramethyl-[1,3,2]dioxaborolan-2-yl)-1H-pyrazole (2.0 g, 1.1 eq), Na2CO3 (2.8 g, 3 eq) and Pd(PPh3)4 (500 mg, 0.43 mmol) were combined in a solvent comprised of toluene/EtOH/H2O (4/4/1, 20 mL). The reaction mixture was purged with argon and heated to 100° C. overnight. The reaction was filtered to remove insolubles and the filtrate was concentrated in vacuo. The residue was purified by silica gel chromatography to provi... Reactants: CC1=[N+](C=C(C=C1C)C)[O-] (2,3,5-trimethylpyridine1-oxide), S(O)(O)(=O)=O (sulfuric acid), [N+](=O)(O)[O-] (nitric acid). Reaction conditions: temperature 80 celsius, time 9 hour. Yields the product CC1=[N+](C=C(C(=C1C)[N+](=O)[O-])C)[O-] (2,3,5-trimethyl-4-nitropyridine 1-oxide). The yield is 93.1%. Reaction SMILES: [CH3:1][C:2]1[C:7]([CH3:8])=[CH:6][C:5]([CH3:9])=[CH:4][N+:3]=1[O-:10].S(=O)(=O)(O)O.[N+:16]([O-])([OH:18])=[O:17]>>[CH3:1][C:2]1[C:7]([CH3:8])=[C:6]([N+:16]([O-:18])=[O:17])[C:5]([CH3:9])=[CH:4][N+:3]=1[O-:10]. Procedure: The 2,3,5-trimethylpyridine1-oxide (11.0 g, 80.2 mmol) obtained in the step (11b) was mixed with sulfuric acid (34.1 g, 348 mmol). After fuming nitric acid (5.50 ml, 133 mmol) was added dropwise to this mixture at room temperature, the mixture was stirred at 80° C. for 9 hours. The reaction mixture was cooled to room temperature and thereafter poured into ice. The obtained aqueous solution was extracted with chloroform three times. Organic layers were combined and dried over anhydrous magnesium ... Reported procedure: To a suspension of 2-amino-4-dimethylamino-6-methoxy-1,3,5-triazine (1.02 g, 6.00 mmol) in dry acetonitrile (30 ml) was added 2-methylsulfonylbenzenesulfonyl isocyanate (1.50 g, 6.00 mmol). After stirring at room temperature overnight, the reaction mixture was filtered and the solid washed with acetonitrile to give the product as a white powder with a melting point of 192°-195° C. Run in C(C)#N (acetonitrile). Conditions: time 8 hour. RXN SMILES: [NH2:1][C:2]1[N:7]=[C:6]([N:8]([CH3:10])[CH3:9])[N:5]=[C:4]([O:11][CH3:12])[N:3]=1.[CH3:13][S:14]([C:17]1[CH:22]=[CH:21][CH:20]=[CH:19][C:18]=1[S:23]([N:26]=[C:27]=[O:28])(=[O:25])=[O:24])(=[O:16])=[O:15]>C(#N)C>[CH3:10][N:8]([CH3:9])[C:6]1[N:5]=[C:4]([O:11][CH3:12])[N:3]=[C:2]([NH:1][C:27]([NH:26][S:23]([C:18]2[CH:19]=[CH:20][CH:21]=[CH:22][C:17]=2[S:14]([CH3:13])(=[O:16])=[O:15])(=[O:25])=[O:24])=[O:28])[N:7]=1. The reactants are NC1=NC(=NC(=N1)N(C)C)OC (2-amino-4-dimethylamino-6-methoxy-1,3,5-triazine), CS(=O)(=O)C1=C(C=CC=C1)S(=O)(=O)N=C=O (2-methylsulfonylbenzenesulfonyl isocyanate). Yields the product CN(C1=NC(=NC(=N1)OC)NC(=O)NS(=O)(=O)C1=C(C=CC=C1)S(=O)(=O)C)C (N-[(4-Dimethylamino-6-methoxy-1,3,5-triazin-2-yl)-aminocarbonyl]-2-(methylsulfonyl)benzenesulfonamide). Starting materials: FC1=CC(=C(C=C1)N)C1=CC2=CC=C(C=C2C=C1)OC (4-fluoro-2-(6-methoxynaphthalen-2-yl)phenylamine), BrC1=CC(=C(OCCN2CCCCC2)C=C1)F (1-[2-(4-bromo-2-fluorophenoxy)ethyl]piperidine), FC1=CC(=C(C=C1)NC1=CC(=C(C=C1)OCCN1CCCCC1)F)C1=CC2=CC=C(C=C2C=C1)OC ([4-fluoro-2-(6-methoxynaphthalen-2-yl)phenyl][3-fluoro-4-(2-piperidin-1-ylethoxy)phenyl]amine). The product is FC=1C=CC(=C(C1)C=1C=C2C=CC(=CC2=CC1)O)NC1=CC(=C(C=C1)OCCN1CCCCC1)F (6-{5-Fluoro-2-[3-fluoro-4-(2-piperidin-1-ylethoxy)phenylamino]phenyl}naphthalen-2-ol). Yield: 82.6%. As a reaction SMILES: FC1C=CC(N)=C(C2C=CC3C(=CC=C(OC)C=3)C=2)C=1.BrC1C=CC(OCCN2CCCCC2)=C(F)C=1.[F:38][C:39]1[CH:44]=[CH:43][C:42]([NH:45][C:46]2[CH:51]=[CH:50][C:49]([O:52][CH2:53][CH2:54][N:55]3[CH2:60][CH2:59][CH2:58][CH2:57][CH2:56]3)=[C:48]([F:61])[CH:47]=2)=[C:41]([C:62]2[CH:71]=[CH:70][C:69]3[C:64](=[CH:65][CH:66]=[C:67]([O:72]C)[CH:68]=3)[CH:63]=2)[CH:40]=1>>[F:38][C:39]1[CH:44]=[CH:43][C:42]([NH:45][C:46]2[CH:51]=[CH:50][C:49]([O:52][CH2:53][CH2:54][N:55]3[CH2:56][CH2:57][CH2:58][CH2:59][CH2:60]3)=[C:48]([F:61])[CH:47]=2)=[C:41]([C:62]2[CH:63]=[C:64]3[C:69](=[CH:70][CH:71]=2)[CH:68]=[C:67]([OH:72])[CH:66]=[CH:65]3)[CH:40]=1. Reported procedure: Synthesized from 4-fluoro-2-(6-methoxynaphthalen-2-yl)phenylamine and 1-[2-(4-bromo-2-fluorophenoxy)ethyl]piperidine according to an analogous synthetic method to Example 116, [4-fluoro-2-(6-methoxynaphthalen-2-yl)phenyl][3-fluoro-4-(2-piperidin-1-ylethoxy)phenyl]amine (404 mg) was used according to an analogous synthetic method to Example 111 to provide the title compound (324 mg). Reactants: ClCCl, O=C(O)C(F)(F)F, COc1cc(CC(=O)OC(C)(C)C)ccc1NC(=O)Nc1ccccc1I. The product is COc1cc(CC(=O)O)ccc1NC(=O)Nc1ccccc1I. Reaction SMILES: [Cl:35][CH2:36][Cl:37].[F:28][C:29]([F:30])([F:31])[C:32]([OH:33])=[O:34].[I:1][c:2]1[c:3]([NH:8][C:9]([NH:10][c:11]2[c:12]([O:25][CH3:26])[cH:13][c:14]([CH2:17][C:18](=[O:19])[O:20][C:21]([CH3:22])([CH3:23])[CH3:24])[cH:15][cH:16]2)=[O:27])[cH:4][cH:5][cH:6][cH:7]1>>[I:1][c:2]1[c:3]([NH:8][C:9]([NH:10][c:11]2[c:12]([O:25][CH3:26])[cH:13][c:14]([CH2:17][C:18](=[O:19])[OH:20])[cH:15][cH:16]2)=[O:27])[cH:4][cH:5][cH:6][cH:7]1. The reactants are ClC=1C=C(C=CC(=O)O)C=CC1F (3-chloro-4-fluorocinnamic acid), OCCCN1C([C@@H](NCC1)C)=O ((S)-1-(3-hydroxy-propyl)-3-methyl-piperazin-2-one), C(C)(C)N(C(C)C)CC (N,N-diisopropylethylamine), ON1N=NC2=C1C=CC=C2 (1-hydroxybenzotriazole), Cl.C(C)N=C=NCCCN(C)C (N-ethyl-N′-(3-dimethylaminopropyl)carbodiimide hydrochloride). Solvent: CN(C=O)C (N,N-dimethylformamide). Product: C(Cl)Cl.CO.[NH4+].[OH-] (CH2Cl2 MeOH NH4OH), ClC=1C=C(C=CC1F)/C=C/C(=O)N1[C@H](C(N(CC1)CCCO)=O)C ((S)-4-[(E)-3-(3-Chloro-4-fluoro-phenyl)-acryloyl]-1-(3-hydroxy-propyl)-3-methyl-piperazin-2-one). Isolated yield 168.3%. RXN SMILES: [Cl:1][C:2]1[CH:3]=[C:4]([CH:10]=[CH:11][C:12]=1[F:13])[CH:5]=[CH:6][C:7]([OH:9])=[O:8].[OH:14][CH2:15][CH2:16][CH2:17][N:18]1[CH2:23][CH2:22][NH:21][C@@H:20]([CH3:24])[C:19]1=[O:25].C(N(CC)C(C)C)(C)C.ON1C2C=CC=CC=2N=N1.[ClH:45].C(N=C=NCCCN(C)C)C>CN(C)C=O>[CH2:2]([Cl:1])[Cl:45].[CH3:7][OH:8].[NH4+:18].[OH-:14].[Cl:1][C:2]1[CH:3]=[C:4](/[CH:5]=[CH:6]/[C:7]([N:21]2[CH2:22][CH2:23][N:18]([CH2:17][CH2:16][CH2:15][OH:14])[C:19](=[O:25])[C@@H:20]2[CH3:24])=[O:9])[CH:10]=[CH:11][C:12]=1[F:13] |f:4.5,7.8.9.10|. Reported procedure: A solution of 3-chloro-4-fluorocinnamic acid (4.52 g, 21.9 mmol), (S)-1-(3-hydroxy-propyl)-3-methyl-piperazin-2-one (3.76 g, 21.9 mmol), N,N-diisopropylethylamine (8.46 g, 65.5 mmol), 1-hydroxybenzotriazole (3.25 g, 24.0 mmol), and N-ethyl-N′-(3-dimethylaminopropyl)carbodiimide hydrochloride (4.60 g, 24.0 mmol) in N,N-dimethylformamide (80 ml) was stirred at room temperature for 18 h, then partitioned between 1 M aq. hydrochloric acid solution and ethyl acetate. The organic layer was washed with...